Dataset: the Open Reaction Database (ORD), a public repository of structured organic reaction records. Task: describe an organic reaction: reactants, conditions, products, and yield Product: CCOc1ccc2c(c1)C(O)Cc1c(Cl)cccc1S2. Starting materials: CCOc1ccc2c(c1)C(=O)Cc1c(Cl)cccc1S2, CO, ClC(Cl)Cl, O. RXN SMILES: [CH2:1]([CH3:2])[O:3][c:4]1[cH:5][c:6]2[c:7]([cH:19][cH:20]1)[S:8][c:9]1[c:10]([c:14]([Cl:18])[cH:15][cH:16][cH:17]1)[CH2:11][C:12]2=[O:13].[CH3:22][OH:23].[CH:24]([Cl:25])([Cl:26])[Cl:27].[OH2:21]>>[CH2:1]([CH3:2])[O:3][c:4]1[cH:5][c:6]2[c:7]([cH:19][cH:20]1)[S:8][c:9]1[c:10]([c:14]([Cl:18])[cH:15][cH:16][cH:17]1)[CH2:11][CH:12]2[OH:13]. The reactants are CC1=CC=C(C=C1)S(=O)(=O)Cl (4-methyl-benzenesulfonyl chloride), O1C(CCC2=C1C=CC=C2)CO (3,4-dihydro-2H-1-benzopyran-2-methanol). The solvent is C1=CC=CC=C1 (benzene), N1=CC=CC=C1 (pyridine), C1=CC=CC=C1 (benzene). Conditions: time 25 hour. Yields the product O1C(CCC2=C1C=CC=C2)CO.CC1=CC=C(C=C1)S(=O)(=O)[O-] (3,4-dihydro-2H-1-benzopyran-2-methanol 4-methylbenzenesulfonate). Isolated yield 84.5%. Reaction SMILES: [O:1]1[C:6]2[CH:7]=[CH:8][CH:9]=[CH:10][C:5]=2[CH2:4][CH2:3][CH:2]1[CH2:11][OH:12].[CH3:13][C:14]1[CH:19]=[CH:18][C:17]([S:20](Cl)(=[O:22])=[O:21])=[CH:16][CH:15]=1>N1C=CC=CC=1.C1C=CC=CC=1>[O:1]1[C:6]2[CH:7]=[CH:8][CH:9]=[CH:10][C:5]=2[CH2:4][CH2:3][CH:2]1[CH2:11][OH:12].[CH3:13][C:14]1[CH:19]=[CH:18][C:17]([S:20]([O-:22])(=[O:1])=[O:21])=[CH:16][CH:15]=1 |f:4.5|. Reported procedure: To a stirred and cooled (0° C.) solution of 32.8 g of 3,4-dihydro-2H-1-benzopyran-2-methanol in 71 ml of pyridine and 135 ml of benzene was added dropwise a solution of 41.9 g of 4-methyl-benzenesulfonyl chloride in 72.5 ml of benzene. Upon completion, stirring was continued for 25 hours. The reaction mixture was washed successively with a hydrochloric acid solution (10%), with water and with a sodium carbonate solution (10%). The organic layer was dried, filtered and evaporated. The residue was... Reactants: N1[C@H](C(=O)O)CCC1 (L-proline), O.C1(=CC=C(C=C1)S(=O)(=O)O)C (p-toluenesulfonic acid monohydrate), [N+](=O)([O-])C1=CC=C(CO)C=C1 (p-nitrobenzyl alcohol). The product is C1(=CC=C(C=C1)S(=O)(=O)O)C.[N+](=O)([O-])C1=CC=C(COC([C@H]2NCCC2)=O)C=C1 (L-proline p-nitrobenzyl ester p-toluenesulfonic acid salt). Run in C1=CC=CC=C1 (benzene). Reaction SMILES: [NH:1]1[CH2:8][CH2:7][CH2:6][C@H:2]1[C:3]([OH:5])=[O:4].O.[C:10]1([CH3:20])[CH:15]=[CH:14][C:13]([S:16]([OH:19])(=[O:18])=[O:17])=[CH:12][CH:11]=1.[N+:21]([C:24]1[CH:31]=[CH:30][C:27]([CH2:28]O)=[CH:26][CH:25]=1)([O-:23])=[O:22]>C1C=CC=CC=1>[C:10]1([CH3:20])[CH:11]=[CH:12][C:13]([S:16]([OH:19])(=[O:17])=[O:18])=[CH:14][CH:15]=1.[N+:21]([C:24]1[CH:31]=[CH:30][C:27]([CH2:28][O:4][C:3](=[O:5])[C@@H:2]2[CH2:6][CH2:7][CH2:8][NH:1]2)=[CH:26][CH:25]=1)([O-:23])=[O:22] |f:1.2,5.6|. Yield: 118.3%. Reported procedure: A mixture solution of 5.0 g of L-proline, 9.91 g of p-toluenesulfonic acid monohydrate and 6.65 g of p-nitrobenzyl alcohol in 100 ml of benzene was refluxed for 2 days by using Dean-Stark trap. After reaction, the solvent was removed under reduced pressure and the resulting residue was washed with diethyl ether to give 21.7 g of L-proline p-nitrobenzyl ester p-toluenesulfonic acid salt as oil. Then, a mixture solution of 12.17 g of Boc-glycine and 13.32 g of 1-ethyl-3-(3-dimethylaminopropyl)carb... Starting materials: CCN(CC)S(F)(F)F, ClCCl, CC(C)(C)OC(=O)N1CCC(O)(c2ccccc2)CC1. Yields the product CC(C)(C)OC(=O)N1CCC(F)(c2ccccc2)CC1. Reaction SMILES: [CH2:1]([N:2]([S:3]([F:4])([F:5])[F:7])[CH2:6][CH3:8])[CH3:9].[Cl:30][CH2:31][Cl:32].[OH:10][C:11]1([c:24]2[cH:25][cH:26][cH:27][cH:28][cH:29]2)[CH2:12][CH2:13][N:14]([C:17](=[O:18])[O:19][C:20]([CH3:21])([CH3:22])[CH3:23])[CH2:15][CH2:16]1>>[F:7][C:11]1([c:24]2[cH:25][cH:26][cH:27][cH:28][cH:29]2)[CH2:12][CH2:13][N:14]([C:17](=[O:18])[O:19][C:20]([CH3:21])([CH3:22])[CH3:23])[CH2:15][CH2:16]1. Reactants: ClCCOC (1-chloro-2-methoxy-ethane), C(=O)([O-])[O-].[K+].[K+] (K2CO3), C(C1=CC=CC=C1)OC1=C(C=C(C(=C1)OCC1=CC=CC=C1)C(C)C)C(=O)N1CC2=CC=C(C=C2C1)O ((2,4-Bis-benzyloxy-5-isopropyl-phenyl)-(5-hydroxy-1,3-dihydro-isoindol-2-yl)-methanone), ClCCOC (1-chloro-2-methoxy-ethane), C(=O)([O-])[O-].[K+].[K+] (K2CO3). Run in CCOC(=O)C (EtOAc), CN(C)C=O (DMF). Run at time 2 hour. Yields the product C(C1=CC=CC=C1)OC1=C(C=C(C(=C1)OCC1=CC=CC=C1)C(C)C)C(=O)N1CC2=CC=C(C=C2C1)OCCOC ((2,4-bis-benzyloxy-5-isopropyl-phenyl)-[5-(2-methoxy-ethoxy)-1,3-dihydro-isoindol-2-yl]-methanone). Yield: 104.2%. Reaction SMILES: [CH2:1]([O:8][C:9]1[CH:14]=[C:13]([O:15][CH2:16][C:17]2[CH:22]=[CH:21][CH:20]=[CH:19][CH:18]=2)[C:12]([CH:23]([CH3:25])[CH3:24])=[CH:11][C:10]=1[C:26]([N:28]1[CH2:36][C:35]2[C:30](=[CH:31][CH:32]=[C:33]([OH:37])[CH:34]=2)[CH2:29]1)=[O:27])[C:2]1[CH:7]=[CH:6][CH:5]=[CH:4][CH:3]=1.Cl[CH2:39][CH2:40][O:41][CH3:42].C([O-])([O-])=O.[K+].[K+]>CN(C=O)C.CCOC(C)=O>[CH2:1]([O:8][C:9]1[CH:14]=[C:13]([O:15][CH2:16][C:17]2[CH:22]=[CH:21][CH:20]=[CH:19][CH:18]=2)[C:12]([CH:23]([CH3:25])[CH3:24])=[CH:11][C:10]=1[C:26]([N:28]1[CH2:36][C:35]2[C:30](=[CH:31][CH:32]=[C:33]([O:37][CH2:39][CH2:40][O:41][CH3:42])[CH:34]=2)[CH2:29]1)=[O:27])[C:2]1[CH:7]=[CH:6][CH:5]=[CH:4][CH:3]=1 |f:2.3.4|. Procedure details: (2,4-Bis-benzyloxy-5-isopropyl-phenyl)-(5-hydroxy-1,3-dihydro-isoindol-2-yl)-methanone (A2 from 2,4-bis-benzyloxy-5-isopropyl-benzoic acid (Preparation B10) and 5-hydroxyisoindoline) (100 mg, 0.2 mmol), 1-chloro-2-methoxy-ethane (23.6 mg, 0.25 mmol) and K2CO3 (34.5 mg, 0.25 mmol) in DMF (4 ml) were combined and stirred for 2 hours at room temperature. A further 0.25 mmol of 1-chloro-2-methoxy-ethane and K2CO3 was added then heated at 90° C. for 16 hours. Reaction cooled to room temperature and d... Reactants: BrC=1C=C(C(=O)OCC)C=CC1 (ethyl 3-bromobenzoate), C(=O)C1=CC=C(C=C1)B(O)O (4-formylbenzene boronic acid). Product: C(=O)C1=CC=C(C=C1)C1=CC(=CC=C1)C(=O)OCC (Ethyl 4′-formylbiphenyl-3-carboxylate). The yield is 59.7%. Reaction SMILES: Br[C:2]1[CH:3]=[C:4]([CH:10]=[CH:11][CH:12]=1)[C:5]([O:7][CH2:8][CH3:9])=[O:6].[CH:13]([C:15]1[CH:20]=[CH:19][C:18](B(O)O)=[CH:17][CH:16]=1)=[O:14]>>[CH:13]([C:15]1[CH:20]=[CH:19][C:18]([C:2]2[CH:12]=[CH:11][CH:10]=[C:4]([C:5]([O:7][CH2:8][CH3:9])=[O:6])[CH:3]=2)=[CH:17][CH:16]=1)=[O:14]. Procedure details: In a manner similar to that of Example 1(e), by reacting 12.6 ml (79 mmol) of ethyl 3-bromobenzoate with 15 g (100 mmol) of 4-formylbenzene boronic acid, 12 g (60%) of the expected product are obtained. The reactants are C(C)(C)N1C(NC(=CC1=O)C(F)(F)F)=O (3-isopropyl-6-(trifluoromethyl)uracil), BrBr (bromine), [OH-].[Na+] (NaOH), S([O-])(O)=O.[Na+] (sodium bisulfite), BrBr (bromine), white solid. Run in C(Cl)(Cl)Cl (chloroform), C(Cl)(Cl)Cl (chloroform). Yields the product C(C)(C)N1C(NC(=C(C1=O)Br)C(F)(F)F)=O (3-isopropyl-5-bromo-6-(trifluoromethyl)uracil). As a reaction SMILES: [CH:1]([N:4]1[C:9](=[O:10])[CH:8]=[C:7]([C:11]([F:14])([F:13])[F:12])[NH:6][C:5]1=[O:15])([CH3:3])[CH3:2].[OH-].[Na+].[Br:18]Br.S(=O)(O)[O-].[Na+]>C(Cl)(Cl)Cl>[CH:1]([N:4]1[C:9](=[O:10])[C:8]([Br:18])=[C:7]([C:11]([F:12])([F:14])[F:13])[NH:6][C:5]1=[O:15])([CH3:3])[CH3:2] |f:1.2,4.5|. Procedure: 3-isopropyl-6-(trifluoromethyl)uracil as prepared in Example 1 (7.4 g., 0.033 mole) was dissolved in a mixture of 0.5N NaOH (0.04 mole) and chloroform (15 ml.). A solution of bromine (5.89 g., .036 mole) in 25 ml. chloroform was added in portions with stirring. After the addition was complete, the reaction mixture was stirred for one-half hour before discharging the bromine color with sodium bisulfite. The layers were separated, and the aqueous layer extracted with fresh chloroform. The combined... Reactants: ClC1=CC(=C2C=CN(C2=C1)COCC[Si](C)(C)C)[N+](=O)[O-] (6-Chloro-4-nitro-1-((2-(trimethylsilyl)ethoxy)methyl)-1H-indole). Reagents/catalysts: [Fe] (iron). The solvent is C(C)(=O)O (acetic acid). Yields the product ClC=1C=C(C=2C=CN(C2C1)COCC[Si](C)(C)C)N (6-Chloro-1-((2-(trimethylsilyl)ethoxy)methyl)-1H-indol-4-amine). Isolated yield 110.8%. Reaction SMILES: [Cl:1][C:2]1[CH:10]=[C:9]2[C:5]([CH:6]=[CH:7][N:8]2[CH2:11][O:12][CH2:13][CH2:14][Si:15]([CH3:18])([CH3:17])[CH3:16])=[C:4]([N+:19]([O-])=O)[CH:3]=1>C(O)(=O)C.[Fe]>[Cl:1][C:2]1[CH:3]=[C:4]([NH2:19])[C:5]2[CH:6]=[CH:7][N:8]([CH2:11][O:12][CH2:13][CH2:14][Si:15]([CH3:17])([CH3:16])[CH3:18])[C:9]=2[CH:10]=1. Procedure: 6-Chloro-4-nitro-1-((2-(trimethylsilyl)ethoxy)methyl)-1H-indole (1.82 g, 5.35 mmol) was treated with iron powder (1.49 g, 27 mmol) in acetic acid (80 ml) and stirred at room temperature. After 1 h the crude was filtered over Celite and the solvent was removed in vacuum. A mixture of a solution of sodium bicarbonate 4% and ethyl acetate was added and the resulting mixture was filtered over Celite. The organic phase was washed with water and brine, dried over magnesium sulphate and the solvent was...